This data is from the Open Reaction Database (ORD), a public repository of structured organic reaction records. The task is: describe an organic reaction: reactants, conditions, products, and yield The product is CC(Nc1nc2cc[nH]c(=O)c2c2cc(S(C)(=O)=O)ccc12)C(C)(C)C. The reactants are CS(=O)O, CS(C)=O, [Cu]I, CC(Nc1nc2cc[nH]c(=O)c2c2cc(I)ccc12)C(C)(C)C, [Na+], [Na], [OH-], O=C(O)C1CCCN1. Reaction SMILES: [CH3:35][S:36](=[O:37])[OH:38].[CH3:41][S:42]([CH3:43])=[O:44].[Cu:39][I:40].[I:1][c:2]1[cH:3][c:4]2[c:5]([c:6]([NH:15][CH:16]([C:17]([CH3:18])([CH3:19])[CH3:20])[CH3:21])[n:7][c:8]3[cH:9][cH:10][nH:11][c:12](=[O:14])[c:13]23)[cH:22][cH:23]1.[Na+:33].[Na:34].[OH-:32].[OH:24][C:25]([CH:26]1[NH:27][CH2:28][CH2:29][CH2:30]1)=[O:31]>>[c:2]1([S:36]([CH3:35])(=[O:37])=[O:38])[cH:3][c:4]2[c:5]([c:6]([NH:15][CH:16]([C:17]([CH3:18])([CH3:19])[CH3:20])[CH3:21])[n:7][c:8]3[cH:9][cH:10][nH:11][c:12](=[O:14])[c:13]23)[cH:22][cH:23]1. Starting materials: CCOC(=O)C=P(c1ccccc1)(c1ccccc1)c1ccccc1, ClCCl, O=CC1=CCCOC1. Product: CCOC(=O)C=CC1=CCCOC1. RXN SMILES: [C:9](=[O:10])([O:11][CH2:12][CH3:13])[CH:14]=[P:15]([c:16]1[cH:17][cH:18][cH:19][cH:20][cH:21]1)([c:22]1[cH:23][cH:24][cH:25][cH:26][cH:27]1)[c:28]1[cH:29][cH:30][cH:31][cH:32][cH:33]1.[Cl:34][CH2:35][Cl:36].[O:1]1[CH2:2][C:3]([CH:7]=[O:8])=[CH:4][CH2:5][CH2:6]1>>[O:1]1[CH2:2][C:3]([CH:7]=[CH:14][C:9](=[O:10])[O:11][CH2:12][CH3:13])=[CH:4][CH2:5][CH2:6]1. Starting materials: O=S(=O)(Cl)C12CC3CC(CC(C3)C1)C2, NC1CCN(CCc2ccc(F)cc2)C1. Yields the product O=S(=O)(NC1CCN(CCc2ccc(F)cc2)C1)C12CC3CC(CC(C3)C1)C2. RXN SMILES: [C:1]12([S:11](=[O:12])(=[O:13])[Cl:14])[CH2:2][CH:3]3[CH2:4][CH:5]([CH2:6][CH:7]([CH2:8]1)[CH2:9]3)[CH2:10]2.[NH2:15][CH:16]1[CH2:17][N:18]([CH2:21][CH2:22][c:23]2[cH:24][cH:25][c:26]([F:29])[cH:27][cH:28]2)[CH2:19][CH2:20]1>>[C:1]12([S:11](=[O:12])(=[O:13])[NH:15][CH:16]3[CH2:17][N:18]([CH2:21][CH2:22][c:23]4[cH:24][cH:25][c:26]([F:29])[cH:27][cH:28]4)[CH2:19][CH2:20]3)[CH2:2][CH:3]3[CH2:4][CH:5]([CH2:6][CH:7]([CH2:8]1)[CH2:9]3)[CH2:10]2. Run in O1CCOCC1 (1,4-dioxane). The reactants are O (Water), Br (hydrobromic acid), C1(CC1)SC1=CC=C(C=C1)C(=O)C1=NC(=C(C=C1)C(F)(F)F)OC ([4-(cyclopropylsulfanyl)phenyl][6-methoxy-5-(trifluoromethyl)pyridin-2-yl]methanone), Example 1-68. Reaction SMILES: Br.[CH:2]1([S:5][C:6]2[CH:11]=[CH:10][C:9]([C:12]([C:14]3[CH:19]=[CH:18][C:17]([C:20]([F:23])([F:22])[F:21])=[C:16]([O:24]C)[N:15]=3)=[O:13])=[CH:8][CH:7]=2)[CH2:4][CH2:3]1.O>O1CCOCC1>[CH:2]1([S:5][C:6]2[CH:7]=[CH:8][C:9]([C:12]([C:14]3[NH:15][C:16](=[O:24])[C:17]([C:20]([F:23])([F:22])[F:21])=[CH:18][CH:19]=3)=[O:13])=[CH:10][CH:11]=2)[CH2:4][CH2:3]1. Reaction conditions: temperature 65 celsius, time 1 hour. Product: C1(CC1)SC1=CC=C(C=C1)C(=O)C1=CC=C(C(N1)=O)C(F)(F)F (6-{[4-(cyclopropylsulfanyl)phenyl]carbonyl}-3-(trifluoromethyl)pyridin-2(1H)-one). The yield is 55.0%. Procedure: 48% hydrobromic acid (2 mL) was added to a solution of [4-(cyclopropylsulfanyl)phenyl][6-methoxy-5-(trifluoromethyl)pyridin-2-yl]methanone obtained in Reference Example 1-68 (400 mg) in 1,4-dioxane (4 mL), and the mixture was stirred at 65° C. for one hour. Water was added to the reaction solution, followed by extraction with ethyl acetate. The organic layer was dried over anhydrous magnesium sulfate, after which the solvent was evaporated under reduced pressure. The residue was purified by sili...